Dataset: the Open Reaction Database (ORD), a public repository of structured organic reaction records. Task: describe an organic reaction: reactants, conditions, products, and yield Starting materials: CN1CCNCC1, CCOC(=O)c1cn(C2CC2)c2nc3c(F)c(F)c(F)cc3cc2c1=O. Product: CCOC(=O)c1cn(C2CC2)c2nc3c(F)c(N4CCN(C)CC4)c(F)cc3cc2c1=O. As a reaction SMILES: [CH3:27][N:28]1[CH2:29][CH2:30][NH:31][CH2:32][CH2:33]1.[CH:1]1([n:4]2[cH:5][c:6]([C:22](=[O:23])[O:24][CH2:25][CH3:26])[c:7](=[O:21])[c:8]3[cH:9][c:10]4[c:11]([n:12][c:13]23)[c:14]([F:20])[c:15]([F:19])[c:16]([F:18])[cH:17]4)[CH2:2][CH2:3]1>>[CH:1]1([n:4]2[cH:5][c:6]([C:22](=[O:23])[O:24][CH2:25][CH3:26])[c:7](=[O:21])[c:8]3[cH:9][c:10]4[c:11]([n:12][c:13]23)[c:14]([F:20])[c:15]([N:31]2[CH2:30][CH2:29][N:28]([CH3:27])[CH2:33][CH2:32]2)[c:16]([F:18])[cH:17]4)[CH2:2][CH2:3]1. The reactants are ClC1=CC=C(C=C1)C1(CCN(CC1)CCNC(=O)N1C(CCC1)=O)O (1-[[2-[4-(4-chlorophenyl)-4-hydroxypiperidin-1-yl]ethyl]carbamoyl]-2-oxopyrrolidine), O.C1(=CC=C(C=C1)S(=O)(=O)O)C (p-toluenesulfonic acid monohydrate). The solvent is C1(=CC=CC=C1)C (toluene). The product is ClC1=CC=C(C=C1)C=1CCN(CC1)CCNC(=O)N1C(CCC1)=O (1-[[2-[4-(4-Chlorophenyl)-1,2,3,6-tetrahydropyridin-1-yl]ethyl]carbamoyl]-2-oxopyrrolidine). Isolated yield 98.3%. Reaction SMILES: [Cl:1][C:2]1[CH:7]=[CH:6][C:5]([C:8]2(O)[CH2:13][CH2:12][N:11]([CH2:14][CH2:15][NH:16][C:17]([N:19]3[CH2:23][CH2:22][CH2:21][C:20]3=[O:24])=[O:18])[CH2:10][CH2:9]2)=[CH:4][CH:3]=1.O.C1(C)C=CC(S(O)(=O)=O)=CC=1>C1(C)C=CC=CC=1>[Cl:1][C:2]1[CH:7]=[CH:6][C:5]([C:8]2[CH2:13][CH2:12][N:11]([CH2:14][CH2:15][NH:16][C:17]([N:19]3[CH2:23][CH2:22][CH2:21][C:20]3=[O:24])=[O:18])[CH2:10][CH:9]=2)=[CH:4][CH:3]=1 |f:1.2|. Procedure details: A solution of 1.68 g (4.59 mmol) of 1-[[2-[4-(4-chlorophenyl)-4-hydroxypiperidin-1-yl]ethyl]carbamoyl]-2-oxopyrrolidine (Ia-25) and 1.05 g (5.5 mmol) of p-toluenesulfonic acid monohydrate in 75 ml of toluene was refluxed for 25 hr. using a Dean-Stark trap containing 10 g of Molecular Sieves-4A. By proceeding as in Example 67, 1.57 g of the objective compound (Ia-29) was obtained. Starting materials: N1CCC(CC1)C=1N(C=C(C(=O)OC)C(C1)=O)C1=C(C=C(C=C1)O)C (methyl 6-(4-piperidinyl)-1-(4-hydroxy-2-methylphenyl)-4-oxo-1,4-dihydronicotinate), C(C)(C)Br (isopropyl bromide), C([O-])([O-])=O.[K+].[K+] (potassium carbonate), Cl (hydrochloric acid). The solvent is CN(C=O)C (N,N-dimethylformamide). Product: Cl.OC1=CC(=C(C=C1)N1C=C(C(=O)O)C(C=C1C1CCN(CC1)C(C)C)=O)C (1-(4-hydroxy-2-methylphenyl)-6-(1-isopropyl-4-piperidinyl)-4-oxo-1,4-dihydronicotinic acid hydrochloride). As a reaction SMILES: [NH:1]1[CH2:6][CH2:5][CH:4]([C:7]2[N:8]([C:18]3[CH:23]=[CH:22][C:21]([OH:24])=[CH:20][C:19]=3[CH3:25])[CH:9]=[C:10]([C:15](=[O:17])[CH:16]=2)[C:11]([O:13]C)=[O:12])[CH2:3][CH2:2]1.[CH:26](Br)([CH3:28])[CH3:27].C(=O)([O-])[O-].[K+].[K+].[ClH:36]>CN(C)C=O>[ClH:36].[OH:24][C:21]1[CH:22]=[CH:23][C:18]([N:8]2[C:7]([CH:4]3[CH2:5][CH2:6][N:1]([CH:26]([CH3:28])[CH3:27])[CH2:2][CH2:3]3)=[CH:16][C:15](=[O:17])[C:10]([C:11]([OH:13])=[O:12])=[CH:9]2)=[C:19]([CH3:25])[CH:20]=1 |f:2.3.4,7.8|. Procedure details: In 4 ml of N,N-dimethylformamide was dissolved 0.24 g of methyl 6-(4-piperidinyl)-1-(4-hydroxy-2-methylphenyl)-4-oxo-1,4-dihydronicotinate, and 0.17 g of isopropyl bromide and 0.06 g of potassium carbonate were added to the solution, after which they were reacted at 60° C. for 6 hours. After completion of the reaction, the solvent was removed by distillation under reduced pressure, and the residue was dissolved in a mixture of 20 ml of chloroform and 20 ml of water. The organic layer was separat... Reactants: [Al+3], C1CCOC1, CCOC(C)=O, CO, [H-], [H-], [H-], [H-], [Li+], O, O=C(O)c1ccc2[nH]cnc2c1. Product: OCc1ccc2[nH]cnc2c1. As a reaction SMILES: [Al+3:19].[CH2:13]1[O:14][CH2:15][CH2:16][CH2:17]1.[CH3:24][CH2:25][O:26][C:27](=[O:28])[CH3:29].[CH3:31][OH:32].[H-:18].[H-:21].[H-:22].[H-:23].[Li+:20].[OH2:30].[nH:1]1[cH:2][n:3][c:4]2[c:5]1[cH:6][cH:7][c:8]([C:10](=[O:11])[OH:12])[cH:9]2>>[nH:1]1[cH:2][n:3][c:4]2[c:5]1[cH:6][cH:7][c:8]([CH2:10][OH:11])[cH:9]2. The reactants are COC(=O)C(CO[SiH](C)C)Cc1cc(OC(C)=O)c(OC)cc1C(C)(C)C, O=C([O-])[O-], CO, Cl, [K+], [K+], O. Product: COC(=O)C(CO[SiH](C)C)Cc1cc(O)c(OC)cc1C(C)(C)C. RXN SMILES: [C:1](=[O:2])([CH3:3])[O:4][c:5]1[c:6]([O:26][CH3:27])[cH:7][c:8]([C:22]([CH3:23])([CH3:24])[CH3:25])[c:9]([CH2:10][CH:11]([C:12](=[O:13])[O:14][CH3:15])[CH2:16][O:17][SiH:18]([CH3:19])[CH3:20])[cH:21]1.[C:28](=[O:29])([O-:30])[O-:31].[CH3:35][OH:36].[ClH:34].[K+:32].[K+:33].[OH2:37]>>[OH:4][c:5]1[c:6]([O:26][CH3:27])[cH:7][c:8]([C:22]([CH3:23])([CH3:24])[CH3:25])[c:9]([CH2:10][CH:11]([C:12](=[O:13])[O:14][CH3:15])[CH2:16][O:17][SiH:18]([CH3:19])[CH3:20])[cH:21]1. Starting materials: [H-].[Na+] (sodium hydride), O1N=C(OCC1)C1=C(C=CC=C1)S(=O)(=O)N (2-(5,6-dihydro-[1,4,2]-dioxazin-3-yl)benzenesulphonamide), O(C1=CC=CC=C1)C(=O)NC1=NC(=CC(=N1)OC)OC (2-phenoxycarbonylamino-4,6-dimethoxypyrimidine). The solvent is C(C)#N (acetonitrile). Reaction conditions: time 18 hour. The product is COC1=NC(=NC(=C1)OC)NC(=O)NS(=O)(=O)C1=C(C=CC=C1)C1=NOCCO1 (N-(4,6-dimethoxypyrimidin-2-yl)-N'-(2-(5,6-dihydro-[1,4,2]-dioxazin-3-yl)benzenesulphonyl)urea). Isolated yield 54.2%. As a reaction SMILES: [H-].[Na+].[O:3]1[CH2:8][CH2:7][O:6][C:5]([C:9]2[CH:14]=[CH:13][CH:12]=[CH:11][C:10]=2[S:15]([NH2:18])(=[O:17])=[O:16])=[N:4]1.[O:19]([C:26]([NH:28][C:29]1[N:34]=[C:33]([O:35][CH3:36])[CH:32]=[C:31]([O:37][CH3:38])[N:30]=1)=O)C1C=CC=CC=1>C(#N)C>[CH3:36][O:35][C:33]1[CH:32]=[C:31]([O:37][CH3:38])[N:30]=[C:29]([NH:28][C:26]([NH:18][S:15]([C:10]2[CH:11]=[CH:12][CH:13]=[CH:14][C:9]=2[C:5]2[O:6][CH2:7][CH2:8][O:3][N:4]=2)(=[O:16])=[O:17])=[O:19])[N:34]=1 |f:0.1|. Procedure: 0.79 g (0.033 mol) of sodium hydride are added under argon to a mixture of 4.0 g (0.017 mol) of 2-(5,6-dihydro-[1,4,2]-dioxazin-3-yl)benzenesulphonamide and 4.6 g (0.017 mol) of 2-phenoxycarbonylamino-4,6-dimethoxypyrimidine in 20 ml of absolute acetonitrile, and the mixture is stirred at room temperature for 18 hours. The precipitate is filtered off with suction and stirred up with a 20% solution of sodium dihydrogen phosphate. The precipitate is filtered off with suction and dried under high v... Starting materials: C(=O)=S (carbonyl sulfide), NCCCCN (tetramethylene diamine). Solvent: O (water), C(C)O (ethanol). Yields the product NCCCCNC(O)=S (N-(4-aminobutyl)thiocarbamic acid). As a reaction SMILES: [C:1](=[S:3])=[O:2].[NH2:4][CH2:5][CH2:6][CH2:7][CH2:8][NH2:9]>O.C(O)C>[NH2:4][CH2:5][CH2:6][CH2:7][CH2:8][NH:9][C:1](=[S:3])[OH:2]. Procedure: passing carbonyl sulfide gas into a solution of tetramethylene diamine dissolved in a mixture of water and ethanol in equal proportions by weight at a temperature of from about 30° C. to about 45° C. to form N-(4-aminobutyl)thiocarbamic acid or zwitterion thereof; and The reactants are CC(C)(C)[Si](C)(C)Cl, CN(C)C=O, O, OCCNN=C(Cc1ccncc1)c1ccc(F)cc1, c1c[nH]cn1. The product is CC(C)(C)[Si](C)(C)OCCNN=C(Cc1ccncc1)c1ccc(F)cc1. As a reaction SMILES: [CH3:21][C:22]([CH3:23])([CH3:24])[Si:25]([CH3:26])([CH3:27])[Cl:28].[O:35]=[CH:36][N:37]([CH3:38])[CH3:39].[OH2:34].[OH:1][CH2:2][CH2:3][NH:4][N:5]=[C:6]([CH2:7][c:8]1[cH:9][cH:10][n:11][cH:12][cH:13]1)[c:14]1[cH:15][cH:16][c:17]([F:20])[cH:18][cH:19]1.[nH:29]1[cH:30][cH:31][n:32][cH:33]1>>[O:1]([CH2:2][CH2:3][NH:4][N:5]=[C:6]([CH2:7][c:8]1[cH:9][cH:10][n:11][cH:12][cH:13]1)[c:14]1[cH:15][cH:16][c:17]([F:20])[cH:18][cH:19]1)[Si:25]([C:22]([CH3:21])([CH3:23])[CH3:24])([CH3:26])[CH3:27]. Reactants: COc1ccccc1C(=O)CBr, CCc1cc2c(=O)[nH]c(=O)n(Cc3ccc(-c4ccccc4C#N)cc3)c2s1, CN(C)C=O, CCOC(C)=O, [H-], [Na+]. Yields the product CCc1cc2c(=O)n(CC(=O)c3ccccc3OC)c(=O)n(Cc3ccc(-c4ccccc4C#N)cc3)c2s1. Reaction SMILES: [Br:29][CH2:30][C:31](=[O:32])[c:33]1[c:34]([O:39][CH3:40])[cH:35][cH:36][cH:37][cH:38]1.[CH2:1]([CH3:2])[c:3]1[cH:4][c:5]2[c:6]([n:7]([CH2:13][c:14]3[cH:15][cH:16][c:17](-[c:20]4[c:21]([C:26]#[N:27])[cH:22][cH:23][cH:24][cH:25]4)[cH:18][cH:19]3)[c:8](=[O:12])[nH:9][c:10]2=[O:11])[s:28]1.[CH3:41][N:42]([CH3:43])[CH:44]=[O:45].[CH3:48][CH2:49][O:50][C:51](=[O:52])[CH3:53].[H-:46].[Na+:47]>>[CH2:1]([CH3:2])[c:3]1[cH:4][c:5]2[c:6]([n:7]([CH2:13][c:14]3[cH:15][cH:16][c:17](-[c:20]4[c:21]([C:26]#[N:27])[cH:22][cH:23][cH:24][cH:25]4)[cH:18][cH:19]3)[c:8](=[O:12])[n:9]([CH2:30][C:31](=[O:32])[c:33]3[c:34]([O:39][CH3:40])[cH:35][cH:36][cH:37][cH:38]3)[c:10]2=[O:11])[s:28]1.